Dataset: the Open Reaction Database (ORD), a public repository of structured organic reaction records. Task: describe an organic reaction: reactants, conditions, products, and yield As a reaction SMILES: [F:1][C:2]1[C:3]([OH:12])=[C:4]([C:7]([O:10][CH3:11])=[CH:8][CH:9]=1)[CH:5]=O.[C:13](#[N:16])[CH:14]=[CH2:15]>>[C:13]([C:14]1[CH2:15][O:12][C:3]2[C:4]([CH:5]=1)=[C:7]([O:10][CH3:11])[CH:8]=[CH:9][C:2]=2[F:1])#[N:16]. The yield is 13.6%. Product: C(#N)C=1COC2=C(C=CC(=C2C1)OC)F (3-Cyano-8-fluoro-5-methoxy-2-H-chromen). Starting materials: FC=1C(=C(C=O)C(=CC1)OC)O (3-fluoro-hydroxy-6-methoxybenzaldehyde), C(C=C)#N (acrylonitrile), [2,2,2]octane. Procedure: Crude 3-fluoro-hydroxy-6-methoxybenzaldehyde (8.0 g) from above, acrylonitrile (13 mL; 193 mmol) and 1,4.diazadicyclo [2,2,2]octane (0.66 g; 5.9 mmol) were refluxed in a three-necked round-bottom flask (50 mL) under nitrogen for 4 h. Rotary-evaporation of the volatiles left a thick, red oil which was flash-chromatographed on a silica column eluted with methylene chloride/n-hexane (4:5). Concentration of relevant fractions gave an impure product (91% GC) which was crystallized form EtOAc to give ...